From a dataset of the Open Reaction Database (ORD), a public repository of structured organic reaction records. describe an organic reaction: reactants, conditions, products, and yield The reactants are ice water, [H-].[Na+] (sodium hydride), ClC=1C=C(C=CC1F)NC=O (N-(3-chloro-4-fluorophenyl)formamide), CI (methyl iodide). Run in O1CCCC1 (tetrahydrofuran). Product: ClC=1C=C(C=CC1F)N(C=O)C (N-(3-chloro-4-fluorophenyl)N-methylformamide). RXN SMILES: [H-].[Na+].[Cl:3][C:4]1[CH:5]=[C:6]([NH:11][CH:12]=[O:13])[CH:7]=[CH:8][C:9]=1[F:10].[CH3:14]I>O1CCCC1>[Cl:3][C:4]1[CH:5]=[C:6]([N:11]([CH3:14])[CH:12]=[O:13])[CH:7]=[CH:8][C:9]=1[F:10] |f:0.1|. Reported procedure: 17.5 g of sodium hydride (57% in mineral oil) was added, in portions, to a stirred solution of 55.5 g of 1A and 71 g of methyl iodide in 250 ml of tetrahydrofuran at room temperature. The resulting mixture was stirred and refluxed for 2 hours, poured into ice water and filtered. The solid was washed with water, dried and recrystallized from hexane to give N-(3-chloro-4-fluorophenyl)N-methylformamide (5A), as a white crystalline solid, mp: 47°-48° C. Reactants: BrC1=CC=C(C=C1)\C=C\[N+](=O)[O-] ((E)-1-bromo-4-(2-nitrovinyl)benzene), C(CC(C)C)=O (isovaleraldehyde), CC(C)O (2-propanol), CCCCCC (hexane). Run in C(Cl)(Cl)Cl (CHCl3). Yields the product BrC1=CC=C(C=C1)[C@@H]([C@@H](C=O)C(C)C)C[N+](=O)[O-] ((2S,3R)-3-(4-bromophenyl)-2-isopropyl-4-nitrobutanal). Reaction SMILES: [Br:1][C:2]1[CH:7]=[CH:6][C:5](/[CH:8]=[CH:9]/[N+:10]([O-:12])=[O:11])=[CH:4][CH:3]=1.[CH:13](=[O:18])[CH2:14][CH:15]([CH3:17])[CH3:16].CC(O)C.CCCCCC>C(Cl)(Cl)Cl>[Br:1][C:2]1[CH:3]=[CH:4][C:5]([C@H:8]([CH2:9][N+:10]([O-:12])=[O:11])[C@H:14]([CH:15]([CH3:17])[CH3:16])[CH:13]=[O:18])=[CH:6][CH:7]=1. Reported procedure: The title compound was prepared from (E)-1-bromo-4-(2-nitrovinyl)benzene and isovaleraldehyde according to general procedure. The enantiomeric excess was determined by HPLC with Chiralpak AD-H column at 254 nm (2-propanol:hexane=10:90), 1 mL/min, tmajor=7.6 min, tminor=7.2 min, the diastereomeric ratio was determined by 1H NMR. [α]D20=−30.2 (c=0.27, CHCl3); Reactants: O (water), OCC(/C=C/P(OC(C)C)(OC(C)C)=O)CO (diisopropyl (E)-4-hydroxy-3-hydroxymethylbut-1-enylphosphonate), C(C)(OC)(OC)OC (trimethyl orthoacetate), C1(=CC=C(C=C1)S(=O)(=O)O)C (p-toluenesulphonic acid). Run in C1CCOC1 (THF), C(C)N(CC)CC (triethylamine). Reaction conditions: time 30 minute. Product: C(C)(=O)OCC(/C=C/P(OC(C)C)(OC(C)C)=O)CO (diisopropyl (E)-3-acetoxymethyl-4-hydroxybut-1-enylphosphonate). The yield is 84.3%. As a reaction SMILES: [OH:1][CH2:2][CH:3]([CH2:16][OH:17])/[CH:4]=[CH:5]/[P:6](=[O:15])([O:11][CH:12]([CH3:14])[CH3:13])[O:7][CH:8]([CH3:10])[CH3:9].[C:18](OC)(OC)([O:20]C)[CH3:19].C1(C)C=CC(S(O)(=O)=O)=CC=1.O>C1COCC1.C(N(CC)CC)C>[C:18]([O:17][CH2:16][CH:3]([CH2:2][OH:1])/[CH:4]=[CH:5]/[P:6](=[O:15])([O:7][CH:8]([CH3:10])[CH3:9])[O:11][CH:12]([CH3:13])[CH3:14])(=[O:20])[CH3:19]. Reported procedure: A solution of diisopropyl (E)-4-hydroxy-3-hydroxymethylbut-1-enylphosphonate (5 g, 19 mmol), trimethyl orthoacetate (7 ml, 56 mmol) and p-toluenesulphonic acid (0.36 g, 1.9 mmol) in anhydrous THF (50 ml) was stirred at room temperature for 1.5 h. The solution was treated with water (5 ml), stirred for a further 30 min, then treated with triethylamine (0.1 ml). The solvent was removed in vacuo and the residue chromatographed on silica, eluting with chloroform-methanol (30:1) to give diisopropyl (... Procedure: 3-Bromo-7-iodo-5H-chromeno[2,3-b]pyridin-5-one (6.0 g, 14.93 mmol) was taken up in THF (150 mL). Neat tetraethoxytitanium (9.29 mL, 44.8 mmol) was added. An ether solution of (2-tert-butoxy-2-oxoethyl)zinc(II) chloride (0.5 M, 62.7 mL, 31.3 mmol) was added via cannula. The reaction was stirred at 0° C. for 30 min, then was warmed to rt and stirred 30 min. Excess organozinc reagent was quenched at 0° C. with 250 mL of half-saturated brine. The mixture was filtered through Celite, rinsing the soli... Isolated yield 37.4%. The reactants are N(=[N+]=[N-])C1(C2=CC(=CC=C2OC2=NC=C(C=C21)Br)I)CC(=O)OC(C)(C)C (tert-butyl 2-(5-azido-3-bromo-7-iodo-5H-chromeno[2,3-b]pyridin-5-yl)acetate), BrC=1C=C2C(=NC1)OC1=CC=C(C=C1C2=O)I (3-Bromo-7-iodo-5H-chromeno[2,3-b]pyridin-5-one), B(F)(F)F (BF3), BrC=1C=C2C(=NC1)OC1=CC=C(C=C1C2(O)CC(=O)OC(C)(C)C)I (tert-butyl 2-(3-bromo-5-hydroxy-7-iodo-5H-chromeno[2,3-b]pyridin-5-yl)acetate), [Cl-].C(C)(C)(C)OC(C[Zn+])=O ((2-tert-butoxy-2-oxoethyl)zinc(II) chloride), N(=[N+]=[N-])[Si](C)(C)C (azidotrimethylsilane), [H-].[H-].[H-].[H-].[Li+].[Al+3] (LAH), ice. As a reaction SMILES: BrC1C=C2C(=O)C3C(=CC=C(I)C=3)OC2=NC=1.[Cl-].C(OC(=O)C[Zn+])(C)(C)C.BrC1C=C2C(CC(OC(C)(C)C)=O)(O)C3C(=CC=C(I)C=3)OC2=NC=1.N([Si](C)(C)C)=[N+]=[N-].B(F)(F)F.[N:64]([C:67]1([CH2:83][C:84](OC(C)(C)C)=[O:85])[C:80]2[C:75](=[N:76][CH:77]=[C:78]([Br:81])[CH:79]=2)[O:74][C:73]2[C:68]1=[CH:69][C:70]([I:82])=[CH:71][CH:72]=2)=[N+]=[N-].[H-].[H-].[H-].[H-].[Li+].[Al+3]>C1COCC1.C1(C)C=CC=CC=1.C(O[Ti](OCC)(OCC)OCC)C.CCOCC>[NH2:64][C:67]1([CH2:83][CH2:84][OH:85])[C:80]2[C:75](=[N:76][CH:77]=[C:78]([Br:81])[CH:79]=2)[O:74][C:73]2[C:68]1=[CH:69][C:70]([I:82])=[CH:71][CH:72]=2 |f:1.2,7.8.9.10.11.12|. Run in C1CCOC1 (THF), C1(=CC=CC=C1)C (toluene), CCOCC (ether), C1CCOC1 (THF), C1CCOC1 (THF). The reagents and catalysts are C(C)O[Ti](OCC)(OCC)OCC (tetraethoxytitanium). Conditions: temperature 0 celsius, time 30 minute. The product is NC1(C2=CC(=CC=C2OC2=NC=C(C=C21)Br)I)CCO (2-(5-amino-3-bromo-7-iodo-5H-chromeno[2,3-b]pyridin-5-yl)ethanol). Reactants: solution, C[O-].[Na+] (sodium methoxide), ClC1=NC(=CC(=N1)C(=O)OC)Cl (methyl 2,6-dichloropyrimidine-4-carboxylate). The solvent is CO (MeOH), CO (MeOH). Conditions: time 15 minute. Yields the product ClC1=NC(=CC(=N1)C(=O)OC)OC (Methyl 2-chloro-6-methoxypyrimidine-4-carboxylate). RXN SMILES: [CH3:1][O-:2].[Na+].[Cl:4][C:5]1[N:10]=[C:9]([C:11]([O:13][CH3:14])=[O:12])[CH:8]=[C:7](Cl)[N:6]=1>CO>[Cl:4][C:5]1[N:10]=[C:9]([C:11]([O:13][CH3:14])=[O:12])[CH:8]=[C:7]([O:2][CH3:1])[N:6]=1 |f:0.1|. Reported procedure: A 0.5 M solution of sodium methoxide in MeOH was added slowly to a solution of methyl 2,6-dichloropyrimidine-4-carboxylate (0.30 g, 1.45 mmol) in MeOH (2 ml). A white precipitate formed which was stirred for further 15 minutes. The product was collected by filtration (0.20 g).